This data is from the Open Reaction Database (ORD), a public repository of structured organic reaction records. The task is: describe an organic reaction: reactants, conditions, products, and yield The reactants are C(CCC)N1C(N(C(C=C1NCCC1=CC=C(C=C1)[N+](=O)[O-])=O)CC1=C(C=CC=C1)F)=O (1-Butyl-3-(2-fluorobenzyl)-6-[2-(4-nitro-phenyl)-ethylamino]-1H-pyrimidine-2,4-dione), [Cl-].[NH4+] (ammonium chloride). The reagents and catalysts are [Zn] (zinc). The solvent is CO (methanol), O (water). Run at time 3 hour. Yields the product NC1=CC=C(CC2=NC=3N(C(N(C(C3N2)=O)CC2=C(C=CC=C2)F)=O)CCCC)C=C1 (8-(4-amino-benzyl)-3-butyl-1-(2-fluorobenzyl)-3,7-dihydro-purine-2,6-dione). Yield: 87.2%. Reaction SMILES: [CH2:1]([N:5]1[C:10]([NH:11][CH2:12][CH2:13][C:14]2[CH:19]=[CH:18][C:17]([N+:20]([O-])=O)=[CH:16][CH:15]=2)=[CH:9][C:8](=[O:23])[N:7]([CH2:24][C:25]2[CH:30]=[CH:29][CH:28]=[CH:27][C:26]=2[F:31])[C:6]1=[O:32])[CH2:2][CH2:3][CH3:4].[Cl-].[NH4+:34]>CO.O.[Zn]>[NH2:20][C:17]1[CH:18]=[CH:19][C:14]([CH2:13][C:12]2[NH:34][C:9]3[C:8](=[O:23])[N:7]([CH2:24][C:25]4[CH:30]=[CH:29][CH:28]=[CH:27][C:26]=4[F:31])[C:6](=[O:32])[N:5]([CH2:1][CH2:2][CH2:3][CH3:4])[C:10]=3[N:11]=2)=[CH:15][CH:16]=1 |f:1.2|. Procedure details: 1-Butyl-3-(2-fluorobenzyl)-6-[2-(4-nitro-phenyl)-ethylamino]-1H-pyrimidine-2,4-dione (2.0 g, 4.46 mmol) was dissolved in methanol (100 mL) and treated with zinc dust (<10 μm, Aldrich; 2.91 g) followed by the addition of a solution of ammonium chloride (5.96 g, 112 mmol) in water (50 mL). The reaction mixture was stirred at room temperature for 3 h. The reaction mixture was then filtered through a pad of celite. The filtrate was concentrated to remove methanol and the residual aquous solution was...